From a dataset of the Open Reaction Database (ORD), a public repository of structured organic reaction records. describe an organic reaction: reactants, conditions, products, and yield Isolated yield 43.7%. Yields the product ONCCCCCP(O)(O)=O (5-(N-hydroxyamino)-pentylphosphonic acid). Reaction conditions: time 8 hour. Starting materials: C (charcoal), C(C)OC(=O)N(OC(=O)OCC)CCCCCP(OCC)(OCC)=O (diethyl 5-(N-ethoxycarbonyl-N-ethoxycarbonyloxyamino)pentylphosphonate), Cl (hydrochloric acid), N (ammonia). Reported procedure: A mixture of diethyl 5-(N-ethoxycarbonyl-N-ethoxycarbonyloxyamino)pentylphosphonate (90.0 g.) and conc. hydrochloric acid (630 ml.) was refluxed for 14 hours and concentrated under reduced pressure to give a residue, which was dissolved in water (200 ml.). The aqueous solution was washed with ethyl acetate, treated with activated charcoal and then concentrated under reduced pressure to give an oily residue (53.7 g.). The residue was dissolved in a mixture of water and methanol (1:2). The solutio... RXN SMILES: C(OC([N:6]([CH2:13][CH2:14][CH2:15][CH2:16][CH2:17][P:18](=[O:25])([O:22]CC)[O:19]CC)[O:7]C(OCC)=O)=O)C.Cl.N.C>O.CO.C(O)C>[OH:7][NH:6][CH2:13][CH2:14][CH2:15][CH2:16][CH2:17][P:18](=[O:19])([OH:22])[OH:25]. Solvent: C(C)O (ethanol), O (water), O (water), CO (methanol), O (water). Solvent: CCOC(=O)C (EtOAc). Yield: 94.5%. The product is NC1=C(C=NN1C1=C(C=CC=C1Cl)Cl)C#N (5-amino-1-(2,6-dichlorophenyl)-1H-pyrazole-4-carbonitrile). As a reaction SMILES: Cl.[Cl:2][C:3]1[CH:8]=[CH:7][CH:6]=[C:5]([Cl:9])[C:4]=1[NH:10][NH2:11].[OH-].[Na+].C(O[CH:17]=[C:18]([C:21]#[N:22])[C:19]#[N:20])C>CCOC(C)=O>[NH2:22][C:21]1[N:10]([C:4]2[C:3]([Cl:2])=[CH:8][CH:7]=[CH:6][C:5]=2[Cl:9])[N:11]=[CH:17][C:18]=1[C:19]#[N:20] |f:0.1,2.3|. Conditions: time 30 minute. Reactants: Cl.ClC1=C(C(=CC=C1)Cl)NN ((2,6-Dichlorophenyl)hydrazine hydrochloride), [OH-].[Na+] (NaOH), C(C)OC=C(C#N)C#N (2-(Ethoxymethylene)malononitrile). Procedure: (2,6-Dichlorophenyl)hydrazine hydrochloride (5 g, 23.42 mmol) was partitioned between EtOAc (100 mL) and NaOH (2M, aq) (40 mL). The organic layer separated and washed with water (50 mL), brine (50 mL), dried (MgSO4), filtered and concentrated. The resultant oil was suspended in methanol (50 mL) under nitrogen at −5° C. 2-(Ethoxymethylene)malononitrile (2.86 g, 23.42 mmol) added portion-wise over 5 mins and the mixture stiffed at 0° C. for 30 mins. The reaction mixture was allowed to warm to room... Reactants: solution, C(C)[Mg]Br (ethyl magnesium bromide), ClC1=C(C=O)C=CC=C1 (2-chloro benzaldehyde), Cl (HCl), ClC1=C(C=CC=C1)I (1-chloro-2-iodobenzene). The solvent is CC(C)(C)OC (TBME), CC(C)(C)OC (TBME), C1CCOC1 (THF). Reaction conditions: temperature -12.5 celsius, time 30 minute. The product is ClC1=C(C=CC=C1)C(O)C1=C(C=CC=C1)Cl (Bis(2-chlorophenyl)methanol). Reaction SMILES: [Cl:1][C:2]1[CH:7]=[CH:6][CH:5]=[CH:4][C:3]=1I.C([Mg]Br)C.[Cl:13][C:14]1[CH:21]=[CH:20][CH:19]=[CH:18][C:15]=1[CH:16]=[O:17].Cl>C1COCC1.CC(OC)(C)C>[Cl:1][C:2]1[CH:7]=[CH:6][CH:5]=[CH:4][C:3]=1[CH:16]([C:15]1[CH:18]=[CH:19][CH:20]=[CH:21][C:14]=1[Cl:13])[OH:17]. Reported procedure: Under N2, 1-chloro-2-iodobenzene (40 ml, 0.33 mol) was dissolved in THF (360 ml) and cooled to −10 to −15° C. Within 30 min, a 1M solution of ethyl magnesium bromide (344 ml, 0.34 mol) in TBME was added at this temperature. The mixture was stirred at −10 to −15° C. and the reaction was followed by HPLC. After the reaction was complete (15 to 30 min), a solution of 2-chloro benzaldehyde (40.7 ml, 0.36 mol) in TBME (160 ml) was added at −10 to −15° C. within 30 min and the reaction was followed by... The reactants are CC(C)=O, NNC1=NCc2c[nH]c3cccc1c23. The product is CC(C)=NNC1=NCc2c[nH]c3cccc1c23. RXN SMILES: [CH3:15][C:16]([CH3:17])=[O:18].[NH:1]([NH2:2])[C:3]1=[N:4][CH2:5][c:6]2[c:7]3[c:8]([cH:9][cH:10][cH:11][c:12]31)[nH:13][cH:14]2>>[NH:1]([N:2]=[C:16]([CH3:15])[CH3:17])[C:3]1=[N:4][CH2:5][c:6]2[c:7]3[c:8]([cH:9][cH:10][cH:11][c:12]31)[nH:13][cH:14]2. Reactants: ClC1=C(C(=NC=N1)N)C(C)C (6-chloro-5-isopropyl-pyrimidin-4-ylamine), FC(C(=O)O)(F)F.C(C1=CC=CC=C1)OC(N(CCN1C(=NC(=C1)C1=CC(=C(C=C1)F)C(F)(F)F)C1CCNCC1)CC)=O (ethyl-{2-[4-(4-fluoro-3-trifluoromethyl-phenyl)-2-piperidin-4-yl-imidazol-1-yl]-ethyl}-carbamic acid benzyl ester trifluoroacetate), C(=O)([O-])[O-].[Cs+].[Cs+] (Cs2CO3). Solvent: CS(=O)C (DMSO). Conditions: temperature 120 celsius, time 48 hour. Yields the product C(C1=CC=CC=C1)OC(N(CC)CCN1C(=NC(=C1)C1=CC(=C(C=C1)F)C(F)(F)F)C1CCN(CC1)C1=NC=NC(=C1C(C)C)N)=O ({2-[2-[1-(6-Amino-5-isopropyl-pyrimidin-4-yl)-piperidin-4-yl]-4-(4-fluoro-3-trifluoromethyl-phenyl)-imidazol-1-yl]-ethyl}-ethyl-carbamic acid benzyl ester). As a reaction SMILES: Cl[C:2]1[N:7]=[CH:6][N:5]=[C:4]([NH2:8])[C:3]=1[CH:9]([CH3:11])[CH3:10].FC(F)(F)C(O)=O.[CH2:19]([O:26][C:27](=[O:55])[N:28]([CH2:53][CH3:54])[CH2:29][CH2:30][N:31]1[CH:35]=[C:34]([C:36]2[CH:41]=[CH:40][C:39]([F:42])=[C:38]([C:43]([F:46])([F:45])[F:44])[CH:37]=2)[N:33]=[C:32]1[CH:47]1[CH2:52][CH2:51][NH:50][CH2:49][CH2:48]1)[C:20]1[CH:25]=[CH:24][CH:23]=[CH:22][CH:21]=1.C([O-])([O-])=O.[Cs+].[Cs+]>CS(C)=O>[CH2:19]([O:26][C:27](=[O:55])[N:28]([CH2:29][CH2:30][N:31]1[CH:35]=[C:34]([C:36]2[CH:41]=[CH:40][C:39]([F:42])=[C:38]([C:43]([F:45])([F:46])[F:44])[CH:37]=2)[N:33]=[C:32]1[CH:47]1[CH2:48][CH2:49][N:50]([C:2]2[C:3]([CH:9]([CH3:11])[CH3:10])=[C:4]([NH2:8])[N:5]=[CH:6][N:7]=2)[CH2:51][CH2:52]1)[CH2:53][CH3:54])[C:20]1[CH:21]=[CH:22][CH:23]=[CH:24][CH:25]=1 |f:1.2,3.4.5|. Procedure: A reaction mixture of 6-chloro-5-isopropyl-pyrimidin-4-ylamine (40.0 mg; 0.23 mmol; 1.0 eq.), ethyl-{2-[4-(4-fluoro-3-trifluoromethyl-phenyl)-2-piperidin-4-yl-imidazol-1-yl]-ethyl}-carbamic acid benzyl ester trifluoroacetate (2) (174.0 mg; 0.23 mmol; 1.0 eq.), and Cs2CO3 (303.7 mg; 0.93 mmol; 4.0 eq.) in DMSO (1.5 ml) was stirred at 120° C. for 48 hr. The crude was purified by prep HPLC to yield the title compound.